This data is from the Open Reaction Database (ORD), a public repository of structured organic reaction records. The task is: describe an organic reaction: reactants, conditions, products, and yield The reactants are C(C)(C)(C)[Si](OC1=CC=C(C=C1)OCC1OC1)(C)C (tert-butyldimethyl(4-(oxiran-2-ylmethoxy)phenoxy)silane), S1C(=CC=C1)C1=CSC=2N=CN=C(C21)N2CCC(CC2)N (1-(5-(2-thienyl)thieno[2,3-d]pyrimidin-4-yl)piperidin-4-amine). Product: OC(COC1=CC=C(C=C1)O)CNC1CCN(CC1)C=1C2=C(N=CN1)SC=C2C=2SC=CC2 (4-(2-hydroxy-3-(1-(5-(thiophen-2-yl)thieno[2,3-d]pyrimidin-4-yl)piperidin-4-ylamino)propoxy)phenol). The yield is 27.0%. As a reaction SMILES: C([Si](C)(C)[O:6][C:7]1[CH:12]=[CH:11][C:10]([O:13][CH2:14][CH:15]2[CH2:17][O:16]2)=[CH:9][CH:8]=1)(C)(C)C.[S:20]1[CH:24]=[CH:23][CH:22]=[C:21]1[C:25]1[C:33]2[C:32]([N:34]3[CH2:39][CH2:38][CH:37]([NH2:40])[CH2:36][CH2:35]3)=[N:31][CH:30]=[N:29][C:28]=2[S:27][CH:26]=1>>[OH:16][CH:15]([CH2:17][NH:40][CH:37]1[CH2:36][CH2:35][N:34]([C:32]2[C:33]3[C:25]([C:21]4[S:20][CH:24]=[CH:23][CH:22]=4)=[CH:26][S:27][C:28]=3[N:29]=[CH:30][N:31]=2)[CH2:39][CH2:38]1)[CH2:14][O:13][C:10]1[CH:9]=[CH:8][C:7]([OH:6])=[CH:12][CH:11]=1. Procedure: Synthesis followed SP6 (5 h), using 150 μmol tert-butyldimethyl(4-(oxiran-2-ylmethoxy)phenoxy)silane and 1-(5-(2-thienyl)thieno[2,3-d]pyrimidin-4-yl)piperidin-4-amine to give O-silylated intermediate upon purification by prep. HPLC (reversed phase) and prep. TLC (1 mm silica gel, CH2Cl2MeOH 95:5) with 27% yield. Product was obtained by deprotection according to SP7 and purification by prep. HPLC (reversed phase) with 27% yield. Reactants: C(#N)C1=NC(=C(C(=O)NCC[C@@H](C)N2CCC(CC2)NCC2=CSC=C2)C(=C1)C)C (6-cyano-2,4-dimethyl-N—((R)-3-{4-[(thiophen-3-ylmethyl)-amino]-piperidin-1-yl}-butyl)-nicotinamide), Cl.NO (hydroxylamine HCl). The solvent is C(Cl)Cl (CH2Cl2), O (water), C(=O)(O)[O-].[Na+] (NaHCO3), CCO (EtOH), C(=O)(O)[O-].[Na+] (NaHCO3). Product: ONC(=N)C1=NC(=C(C(=O)NCC[C@@H](C)N2CCC(CC2)NCC2=CSC=C2)C(=C1)C)C (6-(N-hydroxycarbamimidoyl)-2,4-dimethyl-N—((R)-3-{4-[(thiophen-3-ylmethyl)-amino]-piperidin-1-yl}-butyl)-nicotinamide). Isolated yield 77.0%. Reaction SMILES: [C:1]([C:3]1[CH:28]=[C:27]([CH3:29])[C:6]([C:7]([NH:9][CH2:10][CH2:11][C@H:12]([N:14]2[CH2:19][CH2:18][CH:17]([NH:20][CH2:21][C:22]3[CH:26]=[CH:25][S:24][CH:23]=3)[CH2:16][CH2:15]2)[CH3:13])=[O:8])=[C:5]([CH3:30])[N:4]=1)#[N:2].Cl.[NH2:32][OH:33]>CCO.C(Cl)Cl.O.C([O-])(O)=O.[Na+]>[OH:33][NH:32][C:1]([C:3]1[CH:28]=[C:27]([CH3:29])[C:6]([C:7]([NH:9][CH2:10][CH2:11][C@H:12]([N:14]2[CH2:19][CH2:18][CH:17]([NH:20][CH2:21][C:22]3[CH:26]=[CH:25][S:24][CH:23]=3)[CH2:16][CH2:15]2)[CH3:13])=[O:8])=[C:5]([CH3:30])[N:4]=1)=[NH:2] |f:1.2,6.7|. Reported procedure: To a solution of 6-cyano-2,4-dimethyl-N—((R)-3-{4-[(thiophen-3-ylmethyl)-amino]-piperidin-1-yl}-butyl)-nicotinamide (208 mg, 0.49 mmol) in EtOH (3 ml) was added hydroxylamine HCl (190 mg, 2.73 mmol) and NaHCO3 (239 mg, 2.84 mmol) and the reaction heated to reflux overnight. The mixture was diluted with CH2Cl2 (25 ml) and water (10 ml) and saturated aqueous NaHCO3 (20 ml). The aqueous layer was extracted with CH2Cl2 (2×5 ml) and the combined organic extracts were dried (Na2SO4) and concentrated t... The reactants are BrC=1C(=CC2=CC(=CC=C2C1)C(C)O)C(F)(F)P(OCC)(OCC)=O (Diethyl [3-bromo-7-(1-hydroxyethyl)-2-naphthyl](difluoro)methylphosphonate), CC(=O)OI1(C=2C=CC=CC2C(=O)O1)(OC(=O)C)OC(=O)C (Dess-Martin reagent). The solvent is CH12Cl2. Run at time 1 hour. The product is C(C)(=O)C1=CC=C2C=C(C(=CC2=C1)C(F)(F)P(OCC)(OCC)=O)Br (Diethyl (7-acetyl-3-bromo-2-naphthyl)(difluoro)methylphosphonate). As a reaction SMILES: [Br:1][C:2]1[C:3]([C:15]([P:18](=[O:25])([O:22][CH2:23][CH3:24])[O:19][CH2:20][CH3:21])([F:17])[F:16])=[CH:4][C:5]2[C:10]([CH:11]=1)=[CH:9][CH:8]=[C:7]([CH:12]([OH:14])[CH3:13])[CH:6]=2.CC(OI1(OC(C)=O)(OC(C)=O)OC(=O)C2C=CC=CC1=2)=O>>[C:12]([C:7]1[CH:6]=[C:5]2[C:10]([CH:11]=[C:2]([Br:1])[C:3]([C:15]([P:18](=[O:25])([O:22][CH2:23][CH3:24])[O:19][CH2:20][CH3:21])([F:16])[F:17])=[CH:4]2)=[CH:9][CH:8]=1)(=[O:14])[CH3:13]. Procedure: To a solution of diethyl [3-bromo-7-(1-hydroxyethyl)-2-naphthyl](difluoro)methylphosphonate (20 mg) from step 1, in CH12Cl2 (2 mL) at 0° C. was added Dess-Martin reagent (24 mg). The temperature was raised to rt and the reaction stirred for 1 h. The reaction was filtered on a pad of SiO2 eluting with 30% EtOAc/hexanes and the organics were evaporated to dryness. The residue was dissolved and hydrolysed with neat TMSBr (3 mL) and stirred at rt. overnight. The mixture was evaporated to dryness and... Reactants: O (H2O), CN1CCN(CC1)C1=NN(C2=CC=CC=C12)S(=O)(=O)C1=CC=CC=C1 (3-(4-methyl-1-piperazinyl)-1-phenylsulfonyl-1H-indazole), C(=O)([O-])[O-].[K+].[K+] (K2CO3), N#CBr (cyanogen bromide). Run in CS(=O)C (DMSO), CS(=O)C (dimethylsulfoxide). Reaction conditions: time 5.5 hour. Product: C1(=CC=CC=C1)S(=O)(=O)N1N=C(C2=CC=CC=C12)N1CCN(CC1)C#N (4-[1-(Phenylsulfonyl)-1H-indazol-3-yl]-1-piperazinecarbonitrile). As a reaction SMILES: [CH3:1][N:2]1[CH2:7][CH2:6][N:5]([C:8]2[C:16]3[C:11](=[CH:12][CH:13]=[CH:14][CH:15]=3)[N:10]([S:17]([C:20]3[CH:25]=[CH:24][CH:23]=[CH:22][CH:21]=3)(=[O:19])=[O:18])[N:9]=2)[CH2:4][CH2:3]1.C([O-])([O-])=O.[K+].[K+].[N:32]#CBr.O>CS(C)=O>[C:20]1([S:17]([N:10]2[C:11]3[C:16](=[CH:15][CH:14]=[CH:13][CH:12]=3)[C:8]([N:5]3[CH2:4][CH2:3][N:2]([C:1]#[N:32])[CH2:7][CH2:6]3)=[N:9]2)(=[O:18])=[O:19])[CH:25]=[CH:24][CH:23]=[CH:22][CH:21]=1 |f:1.2.3|. Procedure: To a stirred mixture of 3-(4-methyl-1-piperazinyl)-1-phenylsulfonyl-1H-indazole (237 g, 0.67 mole), K2CO3 (102 g, 0.74 mole) and dimethylsulfoxide (DMSO, 2000 ml), under nitrogen, was added cyanogen bromide (72 g, 0.68 mmol) dissolved in DMSO (525 ml). The reaction was stirred at ambient temperature for 5.5 hours and was then poured into H2O (7 1). The solid, which precipitated from solution, was collected by filtration and was washed well with H2O affording 168 g (68%) of product. A 5.2 g sampl... Reactants: C(C)OC(CCCNC(=O)C=1C(=C2C=C(C(N(C2=CN1)CC1=CC=CC=C1)=O)C1=CC(=CC=C1)OC)O)=O (4-{[1-benzyl-5-hydroxy-3-(3-methoxy-phenyl)-2-oxo-1,2-dihydro-[1,7]naphthyridine-6-carbonyl]-amino}-butyric acid ethyl ester), [OH-].[Na+] (NaOH), CO (MeOH). The solvent is C1CCOC1 (THF). Conditions: time 16 hour. Product: C(C1=CC=CC=C1)N1C(C(=CC2=C(C(=NC=C12)C(=O)NCCCC(=O)O)O)C1=CC(=CC=C1)OC)=O (4-{[1-Benzyl-5-hydroxy-3-(3-methoxy-phenyl)-2-oxo-1,2-dihydro-[1,7]naphthyridine-6-carbonyl]-amino}-butyric acid). Yield: 66.5%. As a reaction SMILES: C([O:3][C:4](=[O:38])[CH2:5][CH2:6][CH2:7][NH:8][C:9]([C:11]1[C:12]([OH:37])=[C:13]2[C:18](=[CH:19][N:20]=1)[N:17]([CH2:21][C:22]1[CH:27]=[CH:26][CH:25]=[CH:24][CH:23]=1)[C:16](=[O:28])[C:15]([C:29]1[CH:34]=[CH:33][CH:32]=[C:31]([O:35][CH3:36])[CH:30]=1)=[CH:14]2)=[O:10])C.[OH-].[Na+].CO>C1COCC1>[CH2:21]([N:17]1[C:18]2[C:13](=[C:12]([OH:37])[C:11]([C:9]([NH:8][CH2:7][CH2:6][CH2:5][C:4]([OH:38])=[O:3])=[O:10])=[N:20][CH:19]=2)[CH:14]=[C:15]([C:29]2[CH:34]=[CH:33][CH:32]=[C:31]([O:35][CH3:36])[CH:30]=2)[C:16]1=[O:28])[C:22]1[CH:27]=[CH:26][CH:25]=[CH:24][CH:23]=1 |f:1.2|. Procedure details: A mixture of 4-{[1-benzyl-5-hydroxy-3-(3-methoxy-phenyl)-2-oxo-1,2-dihydro-[1,7]naphthyridine-6-carbonyl]-amino}-butyric acid ethyl ester (38 mg, 0.074 mmol), 2 M NaOH (3 mL), MeOH (3 mL) and THF (3 mL) was stirred at r.t. for 16 h, then concentrated to approximately one-third of its original volume. 1 M HCl was added to acidify the mixture, and the resulting suspension was extracted with EtOAc. The organic layer was dried over MgSO4 and concentrated. The residue was dissolved in saturated NaHCO... Yields the product Nc1cc(S(N)(=O)=O)ccc1S(=O)(=O)CCCO. Reactants: CCO, Cl, [Fe], O, NS(=O)(=O)c1ccc(S(=O)(=O)CCCO)c([N+](=O)[O-])c1. Reaction SMILES: [CH3:23][CH2:24][OH:25].[ClH:21].[Fe:26].[OH2:22].[OH:1][CH2:2][CH2:3][CH2:4][S:5](=[O:6])(=[O:7])[c:8]1[c:9]([N+:18]([O-:19])=[O:20])[cH:10][c:11]([S:14](=[O:15])(=[O:16])[NH2:17])[cH:12][cH:13]1>>[OH:1][CH2:2][CH2:3][CH2:4][S:5](=[O:6])(=[O:7])[c:8]1[c:9]([NH2:18])[cH:10][c:11]([S:14](=[O:15])(=[O:16])[NH2:17])[cH:12][cH:13]1. The reactants are [F-].[K+] (KF), [F-].[K+] (KF), FC(C(=O)F)(C(F)(F)F)OC1=C(C(=C(C(=C1F)F)F)F)F (perfluoro-2-phenoxypropionyl fluoride), FC1=C(C(=C(C(=C1O)F)F)F)F (pentafluorophenol), S(=O)(=O)(OC(C(=C(F)F)F)(F)F)F (perfluoroallyl fluorosulfate). Solvent: COCCOCCOC (diglyme). Run at time 30 minute. Product: FC(=C(C(OC(C(C(F)(F)F)(OC1=C(C(=C(C(=C1F)F)F)F)F)F)(F)F)(F)F)F)F (perfluoro-6-phenoxy-4-oxa-1-heptene). Isolated yield 17.0%. As a reaction SMILES: [F-].[K+].[F:3][C:4]([O:12][C:13]1[C:18]([F:19])=[C:17]([F:20])[C:16]([F:21])=[C:15]([F:22])[C:14]=1[F:23])([C:8]([F:11])([F:10])[F:9])[C:5]([F:7])=[O:6].[F:24]C1C(O)=C(F)C(F)=C(F)C=1F.S(F)(O[C:40]([F:47])([F:46])[C:41]([F:45])=[C:42]([F:44])[F:43])(=O)=O>COCCOCCOC>[F:43][C:42]([F:44])=[C:41]([F:45])[C:40]([F:47])([F:46])[O:6][C:5]([F:24])([F:7])[C:4]([F:3])([O:12][C:13]1[C:14]([F:23])=[C:15]([F:22])[C:16]([F:21])=[C:17]([F:20])[C:18]=1[F:19])[C:8]([F:11])([F:10])[F:9] |f:0.1|. Procedure details: A suspension of 17.4 g (0.30 mol) of flame-dried KF in 500 ml of diglyme was stirred at 5° while 86.1 g (0.26 mol) of perfluoro-2-phenoxypropionyl fluoride prepared by reaction of a metal salt of pentafluorophenol with HFPO) was added dropwise. The mixture was stirred for 30 min at 5°, after which the KF had partially dissolved. Then 69.0 g (0.30 mol) of perfluoroallyl fluorosulfate was added dropwise, and the mixture was stirred at 5°-10° for 3 hr. The cooling bath was removed, and the mixture ...